From a dataset of the Open Reaction Database (ORD), a public repository of structured organic reaction records. describe an organic reaction: reactants, conditions, products, and yield Reactants: C(C)(=O)O (acetic acid), [N+](=O)([O-])[O-].[K+] (potassium nitrate), C(C(=C)C)(=O)O (methacrylic acid). Yields the product C(\C=C/C(=O)O)(=O)O (Maleic acid), C(\C(\C)=C/C(=O)O)(=O)O (citraconic acid). Reaction SMILES: [N+]([O-])([O-])=O.[K+].[C:6]([OH:11])(=[O:10])[C:7]([CH3:9])=[CH2:8].[C:12]([OH:15])(=[O:14])C>>[C:12]([OH:15])(=[O:14])/[CH:8]=[CH:7]\[C:6]([OH:11])=[O:10].[C:6]([OH:11])(=[O:10])/[C:7](=[CH:9]\[C:12]([OH:15])=[O:14])/[CH3:8] |f:0.1|. Procedure: A catalyst is prepared as described in Example 1 except that the addition of potassium nitrate is omitted. Under the test conditions of Example 1 and at a bath temperature of 310° C., the conversion is 69.9 mole %, and the selectivities with respect to methacrylic acid and acetic acid are 82.5 mole % and 3.7 mole % respectively. Maleic acid and citraconic acid are formed in a total amount of 1.2%. Reactants: C(C)(C)(C)OC(=O)N1C[C@@H]([C@H](CC1)C1=CC=C(C=C1)OCCCOCC(F)(F)F)OCC1=CC=C2CCCNC2=C1 ((3R,4R)-3-(1,2,3,4-tetrahydro-quinolin-7-ylmethoxy)-4-[4-[3-(2,2,2-trifluoro-ethoxy)-propoxy]-phenyl]-piperidine-1-carboxylic acid tert-butyl ester), BrCCCO (1-bromo-3-hydroxy-propane). The product is C(C)(C)(C)OC(=O)N1C[C@@H]([C@H](CC1)C1=CC=C(C=C1)OCCCOCC(F)(F)F)OCC1=CC=C2CCCN(C2=C1)CCCO ((3R,4R)-3-[1-(3-hydroxy-propyl)-1,2,3,4-tetrahydro-quinolin-7-ylmethoxy]-4-[4-[3-(2,2,2-trifluoro-ethoxy)-propoxy]-phenyl]-piperidine-1-carboxylic acid tert-butyl ester). As a reaction SMILES: [C:1]([O:5][C:6]([N:8]1[CH2:13][CH2:12][C@H:11]([C:14]2[CH:19]=[CH:18][C:17]([O:20][CH2:21][CH2:22][CH2:23][O:24][CH2:25][C:26]([F:29])([F:28])[F:27])=[CH:16][CH:15]=2)[C@@H:10]([O:30][CH2:31][C:32]2[CH:41]=[C:40]3[C:35]([CH2:36][CH2:37][CH2:38][NH:39]3)=[CH:34][CH:33]=2)[CH2:9]1)=[O:7])([CH3:4])([CH3:3])[CH3:2].Br[CH2:43][CH2:44][CH2:45][OH:46]>>[C:1]([O:5][C:6]([N:8]1[CH2:13][CH2:12][C@H:11]([C:14]2[CH:19]=[CH:18][C:17]([O:20][CH2:21][CH2:22][CH2:23][O:24][CH2:25][C:26]([F:27])([F:29])[F:28])=[CH:16][CH:15]=2)[C@@H:10]([O:30][CH2:31][C:32]2[CH:41]=[C:40]3[C:35]([CH2:36][CH2:37][CH2:38][N:39]3[CH2:43][CH2:44][CH2:45][OH:46])=[CH:34][CH:33]=2)[CH2:9]1)=[O:7])([CH3:4])([CH3:2])[CH3:3]. Procedure details: In analogy to the procedure described in example 4(a), the (3R,4R)-3-(1,2,3,4-tetrahydro-quinolin-7-ylmethoxy)-4-[4-[3-(2,2,2-trifluoro-ethoxy)-propoxy]-phenyl]-piperidine-1-carboxylic acid tert-butyl ester was alkylated with 1-bromo-3-hydroxy-propane to yield the (3R,4R)-3-[1-(3-hydroxy-propyl)-1,2,3,4-tetrahydro-quinolin-7-ylmethoxy]-4-[4-[3-(2,2,2-trifluoro-ethoxy)-propoxy]-phenyl]-piperidine-1-carboxylic acid tert-butyl ester as a light yellow oil; MS: 637 (M+H)+. Reactants: C1(CC1)N1C=C(C(C2=CC(=C(C=C12)F)F)=O)C(=O)O (1-Cyclopropyl-6,7-difluoro-1,4-dihydro-4-oxo-3-quinolinecarboxylic acid), Cl.Cl.OC1(CCNCC1)CNC (4-hydroxy-4-methylaminomethylpiperidine dihydrochloride). Product: C1(CC1)N1C=C(C(C2=CC(=C(C=C12)N1CCC(CC1)(CNC)O)F)=O)C(=O)O (1-cyclopropyl-6-fluoro-1,4dihydro-7-(4-hydroxy-4-methylaminomethyl-1-piperidinyl)-4-oxo-3-quinolinecarboxylic acid). As a reaction SMILES: [CH:1]1([N:4]2[C:13]3[C:8](=[CH:9][C:10]([F:15])=[C:11](F)[CH:12]=3)[C:7](=[O:16])[C:6]([C:17]([OH:19])=[O:18])=[CH:5]2)[CH2:3][CH2:2]1.Cl.Cl.[OH:22][C:23]1([CH2:29][NH:30][CH3:31])[CH2:28][CH2:27][NH:26][CH2:25][CH2:24]1>>[CH:1]1([N:4]2[C:13]3[C:8](=[CH:9][C:10]([F:15])=[C:11]([N:26]4[CH2:27][CH2:28][C:23]([OH:22])([CH2:29][NH:30][CH3:31])[CH2:24][CH2:25]4)[CH:12]=3)[C:7](=[O:16])[C:6]([C:17]([OH:19])=[O:18])=[CH:5]2)[CH2:3][CH2:2]1 |f:1.2.3|. Procedure: 1-Cyclopropyl-6,7-difluoro-1,4-dihydro-4-oxo-3-quinolinecarboxylic acid is reacted wit 4-hydroxy-4-methylaminomethylpiperidine dihydrochloride analogously to Example 6 to give 1-cyclopropyl-6-fluoro-1,4dihydro-7-(4-hydroxy-4-methylaminomethyl-1-piperidinyl)-4-oxo-3-quinolinecarboxylic acid of melting point 162° (with decomposition). Reactants: C(C)(=O)[O-].[Na+].C(CCCCCCCCCCC)OCCCCCCCCCCCC (lauryl ether sodium acetate), C(C)(=O)[O-].[Na+].C(CCCCCCCCCCC)OCCCCCCCCCCCC (Lauryl ether sodium acetate), [Cl-].[Li+] (lithium chloride). The solvent is N-butyl alcohol. The product is C(C)(=O)[O-].[Li+].C(CCCCCCCCCCC)OCCCCCCCCCCCC (lauryl ether lithium acetate). RXN SMILES: [C:1]([O-:4])(=[O:3])[CH3:2].[Na+].[CH2:6]([O:18][CH2:19][CH2:20][CH2:21][CH2:22][CH2:23][CH2:24][CH2:25][CH2:26][CH2:27][CH2:28][CH2:29][CH3:30])[CH2:7][CH2:8][CH2:9][CH2:10][CH2:11][CH2:12][CH2:13][CH2:14][CH2:15][CH2:16][CH3:17].[Cl-].[Li+:32]>>[C:1]([O-:4])(=[O:3])[CH3:2].[Li+:32].[CH2:19]([O:18][CH2:6][CH2:7][CH2:8][CH2:9][CH2:10][CH2:11][CH2:12][CH2:13][CH2:14][CH2:15][CH2:16][CH3:17])[CH2:20][CH2:21][CH2:22][CH2:23][CH2:24][CH2:25][CH2:26][CH2:27][CH2:28][CH2:29][CH3:30] |f:0.1.2,3.4,5.6.7|. Procedure: The lauryl ether lithium acetate was prepared by ion-exchanging lauryl ether sodium acetate. Lauryl ether sodium acetate was dissolved in N-butyl alcohol dissolving lithium chloride. The precipitates of sodium chloride, formed by the ion-exchanging reactions, were removed, and N-butyl alcohol in the N-butyl alcohol solution was removed by evaporation under a vacuum, to form lauryl ether lithium acetate. Reaction SMILES: C([O:3][C:4](=[O:25])[CH2:5][C:6]1[CH:7]=[C:8]([C:14]2[CH:19]=[CH:18][C:17]([F:20])=[CH:16][C:15]=2[CH2:21][NH:22][CH2:23][CH3:24])[C:9]([O:12][CH3:13])=[CH:10][CH:11]=1)C.[CH2:26]([N:33]=[C:34]=[O:35])[C:27]1[CH:32]=[CH:31][CH:30]=[CH:29][CH:28]=1>>[CH2:26]([NH:33][C:34](=[O:35])[N:22]([CH2:21][C:15]1[CH:16]=[C:17]([F:20])[CH:18]=[CH:19][C:14]=1[C:8]1[C:9]([O:12][CH3:13])=[CH:10][CH:11]=[C:6]([CH2:5][C:4]([OH:3])=[O:25])[CH:7]=1)[CH2:23][CH3:24])[C:27]1[CH:32]=[CH:31][CH:30]=[CH:29][CH:28]=1. Procedure details: [2′-(3-Benzyl-1-ethyl-ureidomethyl)-4′-fluoro-6-methoxy-biphenyl-3-yl]-acetic acid (Compound 1-187) was prepared by following the procedures of Example 24 and using (2′-ethylaminomethyl-4′-fluoro-6-methoxy-biphenyl-3-yl)-acetic acid ethyl ester and benzyl isocyanate. The reactants are C(C)OC(CC=1C=C(C(=CC1)OC)C1=C(C=C(C=C1)F)CNCC)=O ((2′-ethylaminomethyl-4′-fluoro-6-methoxy-biphenyl-3-yl)-acetic acid ethyl ester), C(C1=CC=CC=C1)N=C=O (benzyl isocyanate). Product: C(C1=CC=CC=C1)NC(N(CC)CC1=C(C=CC(=C1)F)C1=CC(=CC=C1OC)CC(=O)O)=O ([2′-(3-Benzyl-1-ethyl-ureidomethyl)-4′-fluoro-6-methoxy-biphenyl-3-yl]-acetic acid). The reactants are CN(C=O)C (N,N-dimethylformamide), CS(=O)(=O)OCCC(=C(F)F)C (4,4-difluoro-3-methyl-3-butenyl methanesulfonate), CC=1N=C(SC1C(=O)O)C1=CC=CC=C1 (4-methyl-2-phenylthiazole-5-carboxylic acid), C(O)([O-])=O.[Na+] (sodium hydrogencarbonate). The solvent is O (water). Conditions: temperature 100 celsius, time 3 hour. The product is CC=1N=C(SC1C(=O)OCCC(=C(F)F)C)C1=CC=CC=C1 (4,4-difluoro-3-methyl-3-butenyl 4-methyl-2-phenylthiazole-5-carboxylate). Isolated yield 93.7%. Reaction SMILES: CN(C)C=O.CS([O:10][CH2:11][CH2:12][C:13]([CH3:17])=[C:14]([F:16])[F:15])(=O)=O.[CH3:18][C:19]1[N:20]=[C:21]([C:27]2[CH:32]=[CH:31][CH:30]=[CH:29][CH:28]=2)[S:22][C:23]=1[C:24](O)=[O:25].C(=O)([O-])O.[Na+]>O>[CH3:18][C:19]1[N:20]=[C:21]([C:27]2[CH:32]=[CH:31][CH:30]=[CH:29][CH:28]=2)[S:22][C:23]=1[C:24]([O:10][CH2:11][CH2:12][C:13]([CH3:17])=[C:14]([F:15])[F:16])=[O:25] |f:3.4|. Procedure: To 25 ml of N,N-dimethylformamide were dissolved 2.60 g (13 mmol) of 4,4-difluoro-3-methyl-3-butenyl methanesulfonate and 2.19 g (10 mmol) of 4-methyl-2-phenylthiazole-5-carboxylic acid, followed by the addition of 1.68 g (20 mmol) of sodium hydrogencarbonate and stirring at 100° C. for 3 hours. The reaction liquid was then poured in water and extracted with diethyl ether. The organic layer was washed with water and a saturated saline solution in this order, followed by drying over anhydrous mag... The reactants are COc1ccc(Oc2c(Cl)cc([N+](=O)[O-])cc2Cl)cc1, O=S(=O)(Cl)c1ccc(F)cc1, O. The product is COc1ccc(Oc2c(Cl)cc([N+](=O)[O-])cc2Cl)cc1S(=O)(=O)c1ccc(F)cc1. Reaction SMILES: [CH3:1][O:2][c:3]1[cH:4][cH:5][c:6]([O:7][c:8]2[c:9]([Cl:18])[cH:10][c:11]([N+:15](=[O:16])[O-:17])[cH:12][c:13]2[Cl:14])[cH:19][cH:20]1.[F:21][c:22]1[cH:23][cH:24][c:25]([S:28](=[O:29])(=[O:30])[Cl:31])[cH:26][cH:27]1.[OH2:32]>>[CH3:1][O:2][c:3]1[c:4]([S:28]([c:25]2[cH:24][cH:23][c:22]([F:21])[cH:27][cH:26]2)(=[O:29])=[O:30])[cH:5][c:6]([O:7][c:8]2[c:9]([Cl:18])[cH:10][c:11]([N+:15](=[O:16])[O-:17])[cH:12][c:13]2[Cl:14])[cH:19][cH:20]1.